Dataset: the Open Reaction Database (ORD), a public repository of structured organic reaction records. Task: describe an organic reaction: reactants, conditions, products, and yield Reactants: ClC=1C=C(C2=C(N1)N(N=C2)C(C)C)C(=O)NCC=2C(NC(=CC2C)C)=O (6-chloro-N-[(4,6-dimethyl-2-oxo-1,2-dihydro-3-pyridinyl)methyl]-1-(1-methylethyl)-1H-pyrazolo[3,4-b]pyridine-4-carboxamide), O1CCOCC1 (1,4-dioxane), CC1=NN(C2=CC=C(C=C12)B1OC(C(O1)(C)C)(C)C)C(=O)OC(C)(C)C (1,1-dimethylethyl 3-methyl-5-(4,4,5,5-tetramethyl-1,3,2-dioxaborolan-2-yl)-1H-indazole-1-carboxylate), P(=O)([O-])([O-])[O-].[K+].[K+].[K+] (potassium phosphate). The reagents and catalysts are C1=CC=C(C=C1)P([C-]2C=CC=C2)C3=CC=CC=C3.C1=CC=C(C=C1)P([C-]2C=CC=C2)C3=CC=CC=C3.Cl[Pd]Cl.[Fe+2].C(Cl)Cl (PdCl2(dppf) CH2Cl2). The solvent is CCOC(=O)C (EtOAc), O (water). Conditions: temperature 105 celsius, time 8 hour. The product is CC1=C(C(NC(=C1)C)=O)CNC(=O)C=1C2=C(N=C(C1)C=1C=C3C(=NNC3=CC1)C)N(N=C2)C(C)C (N-[(4,6-Dimethyl-2-oxo-1,2-dihydro-3-pyridinyl)methyl]-1-(1-methylethyl)-6-(3-methyl-1H-indazol-5-yl)-1H-pyrazolo[3,4-b]pyridine-4-carboxamide). Reaction SMILES: Cl[C:2]1[CH:3]=[C:4]([C:14]([NH:16][CH2:17][C:18]2[C:19](=[O:26])[NH:20][C:21]([CH3:25])=[CH:22][C:23]=2[CH3:24])=[O:15])[C:5]2[CH:10]=[N:9][N:8]([CH:11]([CH3:13])[CH3:12])[C:6]=2[N:7]=1.[CH3:27][C:28]1[C:36]2[C:31](=[CH:32][CH:33]=[C:34](B3OC(C)(C)C(C)(C)O3)[CH:35]=2)[N:30](C(OC(C)(C)C)=O)[N:29]=1.P([O-])([O-])([O-])=O.[K+].[K+].[K+].O1CCOCC1>CCOC(C)=O.C1C=CC(P(C2C=CC=CC=2)[C-]2C=CC=C2)=CC=1.C1C=CC(P(C2C=CC=CC=2)[C-]2C=CC=C2)=CC=1.Cl[Pd]Cl.[Fe+2].C(Cl)Cl.O>[CH3:24][C:23]1[CH:22]=[C:21]([CH3:25])[NH:20][C:19](=[O:26])[C:18]=1[CH2:17][NH:16][C:14]([C:4]1[C:5]2[CH:10]=[N:9][N:8]([CH:11]([CH3:13])[CH3:12])[C:6]=2[N:7]=[C:2]([C:34]2[CH:35]=[C:36]3[C:31](=[CH:32][CH:33]=2)[NH:30][N:29]=[C:28]3[CH3:27])[CH:3]=1)=[O:15] |f:2.3.4.5,8.9.10.11.12|. Procedure details: To a 10 mL microwave vial were sequentially added 6-chloro-N-[(4,6-dimethyl-2-oxo-1,2-dihydro-3-pyridinyl)methyl]-1-(1-methylethyl)-1H-pyrazolo[3,4-b]pyridine-4-carboxamide (0.12 g, 0.321 mmol), 1,1-dimethylethyl 3-methyl-5-(4,4,5,5-tetramethyl-1,3,2-dioxaborolan-2-yl)-1H-indazole-1-carboxylate (0.138 g, 0.385 mmol), potassium phosphate (tribasic) (0.204 g, 0.963 mmol), 1,4-dioxane (3 mL), and water (0.75 mL). The stirring suspension was degassed with nitrogen for 10 min., wherein an emulsion ha... Reactants: Cc1ccnc(-c2ccccc2)c1, Cc1ccnc(-c2ccccc2)c1, O=[N+]([O-])O, N, O, O=[N+]([O-])O, O=S(=O)(O)O. The product is Cc1ccnc(-c2ccc([N+](=O)[O-])cc2)c1. RXN SMILES: [CH3:18][c:19]1[cH:20][cH:21][n:22][c:23](-[c:24]2[cH:25][cH:26][cH:27][cH:28][cH:29]2)[cH:30]1.[CH3:5][c:6]1[cH:7][c:8](-[c:12]2[cH:13][cH:14][cH:15][cH:16][cH:17]2)[n:9][cH:10][cH:11]1.[N+:1](=[O:2])([OH:3])[O-:4].[NH3:40].[OH2:41].[OH:31][N+:32](=[O:33])[O-:34].[S:35](=[O:36])(=[O:37])([OH:38])[OH:39]>>[N+:1](=[O:2])([O-:4])[c:15]1[cH:14][cH:13][c:12](-[c:8]2[cH:7][c:6]([CH3:5])[cH:11][cH:10][n:9]2)[cH:17][cH:16]1. Reactants: Cc1cccc(O)n1, ClCCl, O=C(c1cc(Cc2n[nH]c(=O)c3ccccc23)ccc1F)N1CCC(O)CC1, CC(C)(C)OC(=O)N=NC(=O)OC(C)(C)C, c1ccc(P(c2ccccc2)c2ccccc2)cc1. Product: Cc1cccc(OC2CCN(C(=O)c3cc(Cc4n[nH]c(=O)c5ccccc45)ccc3F)CC2)n1. As a reaction SMILES: [CH3:1][c:2]1[cH:3][cH:4][cH:5][c:6]([OH:8])[n:7]1.[Cl:72][CH2:73][Cl:74].[F:44][c:45]1[c:46]([C:63](=[O:64])[N:65]2[CH2:66][CH2:67][CH:68]([OH:71])[CH2:69][CH2:70]2)[cH:47][c:48]([CH2:49][c:50]2[n:51][nH:52][c:53](=[O:60])[c:54]3[cH:55][cH:56][cH:57][cH:58][c:59]23)[cH:61][cH:62]1.[N:28]([C:29]([O:30][C:31]([CH3:32])([CH3:33])[CH3:34])=[O:35])=[N:36][C:37]([O:38][C:39]([CH3:40])([CH3:41])[CH3:42])=[O:43].[c:9]1([P:10]([c:11]2[cH:12][cH:13][cH:14][cH:15][cH:16]2)[c:17]2[cH:18][cH:19][cH:20][cH:21][cH:22]2)[cH:23][cH:24][cH:25][cH:26][cH:27]1>>[CH3:1][c:2]1[cH:3][cH:4][cH:5][c:6]([O:8][CH:68]2[CH2:67][CH2:66][N:65]([C:63]([c:46]3[c:45]([F:44])[cH:62][cH:61][c:48]([CH2:49][c:50]4[n:51][nH:52][c:53](=[O:60])[c:54]5[cH:55][cH:56][cH:57][cH:58][c:59]45)[cH:47]3)=[O:64])[CH2:70][CH2:69]2)[n:7]1. Reactants: CN(C)C=O, CCOC(C)=O, CC1OC1(Cn1cncn1)c1ccccc1F, [Li+], [Li+], O=C([O-])[O-], c1nc[nH]n1. Product: CC(n1cncn1)C(O)(Cn1cncn1)c1ccccc1F. As a reaction SMILES: [CH3:29][N:30]([CH3:31])[CH:32]=[O:33].[CH3:34][CH2:35][O:36][C:37](=[O:38])[CH3:39].[F:6][c:7]1[c:8]([C:13]2([CH2:17][n:18]3[n:19][cH:20][n:21][cH:22]3)[O:14][CH:15]2[CH3:16])[cH:9][cH:10][cH:11][cH:12]1.[Li+:23].[Li+:24].[O-:25][C:26](=[O:27])[O-:28].[nH:1]1[n:2][cH:3][n:4][cH:5]1>>[n:1]1([CH:15]([C:13]([c:8]2[c:7]([F:6])[cH:12][cH:11][cH:10][cH:9]2)([OH:14])[CH2:17][n:18]2[n:19][cH:20][n:21][cH:22]2)[CH3:16])[n:2][cH:3][n:4][cH:5]1. Reactants: O=C([O-])[O-], CC#N, Clc1ccccc1CBr, [K+], [K+], OCc1ccccc1O. Product: OCc1ccccc1OCc1ccccc1Cl. RXN SMILES: [C:19](=[O:20])([O-:21])[O-:22].[CH3:25][C:26]#[N:27].[Cl:10][c:11]1[c:12]([CH2:13][Br:14])[cH:15][cH:16][cH:17][cH:18]1.[K+:23].[K+:24].[OH:1][c:2]1[c:3]([CH2:4][OH:5])[cH:6][cH:7][cH:8][cH:9]1>>[O:1]([c:2]1[c:3]([CH2:4][OH:5])[cH:6][cH:7][cH:8][cH:9]1)[CH2:13][c:12]1[c:11]([Cl:10])[cH:18][cH:17][cH:16][cH:15]1. Product: CC(C)Oc1cnc2c(c1)cc(C(=CC1CCCC1)c1ccc(S(C)(=O)=O)cc1)n2S(=O)(=O)c1ccccc1. Starting materials: CC(C)Br, O=C([O-])[O-], CN(C)C=O, CCOC(C)=O, [K+], [K+], CS(=O)(=O)c1ccc(C(=CC2CCCC2)c2cc3cc(O)cnc3n2S(=O)(=O)c2ccccc2)cc1. As a reaction SMILES: [Br:43][CH:44]([CH3:45])[CH3:46].[C:1](=[O:2])([O-:3])[O-:4].[CH3:47][N:48]([CH3:49])[CH:50]=[O:51].[CH3:52][CH2:53][O:54][C:55](=[O:56])[CH3:57].[K+:5].[K+:6].[c:7]1([S:13](=[O:14])(=[O:15])[n:16]2[c:17]([C:26](=[CH:27][CH:28]3[CH2:29][CH2:30][CH2:31][CH2:32]3)[c:33]3[cH:34][cH:35][c:36]([S:39](=[O:40])(=[O:41])[CH3:42])[cH:37][cH:38]3)[cH:18][c:19]3[c:20]2[n:21][cH:22][c:23]([OH:25])[cH:24]3)[cH:8][cH:9][cH:10][cH:11][cH:12]1>>[c:7]1([S:13](=[O:14])(=[O:15])[n:16]2[c:17]([C:26](=[CH:27][CH:28]3[CH2:29][CH2:30][CH2:31][CH2:32]3)[c:33]3[cH:34][cH:35][c:36]([S:39](=[O:40])(=[O:41])[CH3:42])[cH:37][cH:38]3)[cH:18][c:19]3[c:20]2[n:21][cH:22][c:23]([O:25][CH:44]([CH3:45])[CH3:46])[cH:24]3)[cH:8][cH:9][cH:10][cH:11][cH:12]1.